This data is from the Open Reaction Database (ORD), a public repository of structured organic reaction records. The task is: describe an organic reaction: reactants, conditions, products, and yield The reactants are COC=1C=C(C=O)C(=CC1)[N+](=O)[O-] (3-methoxy-6-nitrobenzaldehyde), CN1C(NC(C1P(OCC)(=O)OCC)=O)=O (diethyl 1-methyl-2,4-dioxoimidazolidine-5-phosphonate). Isolated yield 93.0%. Procedure: Reaction of 3-methoxy-6-nitrobenzaldehyde with diethyl 1-methyl-2,4-dioxoimidazolidine-5-phosphonate according to the procedure of Method D provided the title compound as a mixture of geometrical isomers, m.p. 257°-260° C. in 93% yield. Reaction SMILES: [CH3:1][O:2][C:3]1[CH:4]=[C:5]([C:8]([N+:11]([O-:13])=[O:12])=[CH:9][CH:10]=1)[CH:6]=O.[CH3:14][N:15]1[CH:19](P(OCC)(=O)OCC)[C:18](=[O:28])[NH:17][C:16]1=[O:29]>>[CH3:1][O:2][C:3]1[CH:10]=[CH:9][C:8]([N+:11]([O-:13])=[O:12])=[C:5]([CH:6]=[C:19]2[N:15]([CH3:14])[C:16](=[O:29])[NH:17][C:18]2=[O:28])[CH:4]=1. Yields the product COC=1C=CC(=C(C1)C=C1C(NC(N1C)=O)=O)[N+](=O)[O-] (5-[(5-Methoxy-2-nitrophenyl)methylene]-1-methyl-2,4-imidazolidinedione). Solvent: C(C)O (ethanol). Procedure details: The product of Stage (i) (0.18 g) dissolved in absolute ethanol (25 ml) was hydrogenated at room temperature and pressure over 10% palladium oxide on charcoal. After the uptake of hydrogen had ceased the catalyst was removed by filtration and the filtrate reduced to dryness. The residue was recrystallised from a mixture of ethanol and ethyl acetate to give the title compound as a powder (0.1 g), m.p. 244°-246°. The reagents and catalysts are [Pd]=O (palladium oxide). Reaction SMILES: [ClH:1].Cl.[CH2:3]([N:5](CC1C=CC=CC=1)[CH2:6][CH2:7][C:8]1[C:16]2[C:11](=[CH:12][CH:13]=[C:14]([C:17](=[NH:20])[NH:18][CH3:19])[CH:15]=2)[NH:10][CH:9]=1)[CH3:4].[H][H]>C(O)C.[Pd]=O>[ClH:1].[ClH:1].[CH2:3]([NH:5][CH2:6][CH2:7][C:8]1[C:16]2[C:11](=[CH:12][CH:13]=[C:14]([C:17](=[NH:20])[NH:18][CH3:19])[CH:15]=2)[NH:10][CH:9]=1)[CH3:4] |f:0.1.2,6.7.8|. The product is Cl.Cl.C(C)NCCC1=CNC2=CC=C(C=C12)C(NC)=N (3-[2-(Ethylamino)ethyl]-N-methyl-1H-indole-5-carboximidamide dihydrochloride). Isolated yield 142.7%. Reactants: Cl.Cl.C(C)N(CCC1=CNC2=CC=C(C=C12)C(NC)=N)CC1=CC=CC=C1 (3-[2-[Ethyl(phenylmethyl)amino]ethyl]-N-methyl-1H-indole-5-carboximidamide dihydrochloride), [H][H] (hydrogen). Reactants: CO[C@@H]1O[C@@H]([C@@H]2[C@H]1OC(O2)(C)C)C=2N(C(NN2)=S)CC2=CC=CC=C2 (5-[(3aR,4R,6R,6aR)-6-methoxy-2,2-dimethyltetrahydrofuro[3,4-d][1,3]dioxol-4-yl]-4-benzyl-2,4-dihydro-3H-1,2,4-triazole-3-thione), N(=O)[O-].[Na+] (sodium nitrite). The solvent is C(C)(=O)O (acetic acid). Run at time 30 minute. Yields the product CO[C@@H]1O[C@@H]([C@@H]2[C@H]1OC(O2)(C)C)C2=NN=CN2CC2=CC=CC=C2 (3-[(3aR,4R,6R,6aR)-6-Methoxy-2,2-dimethyltetrahydrofuro[3,4-d][1,3]dioxol-4-yl]-4-benzyl-4H-1,2,4-triazole). Isolated yield 98.9%. As a reaction SMILES: [CH3:1][O:2][C@H:3]1[C@@H:7]2[O:8][C:9]([CH3:12])([CH3:11])[O:10][C@@H:6]2[C@@H:5]([C:13]2[N:14]([CH2:19][C:20]3[CH:25]=[CH:24][CH:23]=[CH:22][CH:21]=3)[C:15](=S)[NH:16][N:17]=2)[O:4]1.N([O-])=O.[Na+]>C(O)(=O)C>[CH3:1][O:2][C@H:3]1[C@@H:7]2[O:8][C:9]([CH3:12])([CH3:11])[O:10][C@@H:6]2[C@@H:5]([C:13]2[N:14]([CH2:19][C:20]3[CH:25]=[CH:24][CH:23]=[CH:22][CH:21]=3)[CH:15]=[N:16][N:17]=2)[O:4]1 |f:1.2|. Procedure: A solution of 5-[(3aR,4R,6R,6aR)-6-methoxy-2,2-dimethyltetrahydrofuro[3,4-d][1,3]dioxol-4-yl]-4-benzyl-2,4-dihydro-3H-1,2,4-triazole-3-thione (Preparation 18) (2.2 g, 6.1 mmol) in acetic acid (30 ml) was treated portionwise with sodium nitrite (1.2 g, 18 mmol) over 30 minutes. After an additional 30 minutes, the solvent was removed by evaporation under reduced pressure and the residue was suspended in acetone (30 ml). The insoluble inorganic salts were removed by filtration and the filtrate was ... The reactants are [BH4-], CO, Cn1c(SCC2CC2)nnc1C(=O)CC1CC1, [Na+]. Yields the product Cn1c(SCC2CC2)nnc1C(O)CC1CC1. RXN SMILES: [BH4-:18].[CH3:20][OH:21].[CH:1]1([CH2:4][C:5](=[O:6])[c:7]2[n:8][n:9][c:10]([S:13][CH2:14][CH:15]3[CH2:16][CH2:17]3)[n:11]2[CH3:12])[CH2:2][CH2:3]1.[Na+:19]>>[CH:1]1([CH2:4][CH:5]([OH:6])[c:7]2[n:8][n:9][c:10]([S:13][CH2:14][CH:15]3[CH2:16][CH2:17]3)[n:11]2[CH3:12])[CH2:2][CH2:3]1. RXN SMILES: [CH3:39][C:40]#[N:41].[CH:1]1([NH:4][C:5](=[O:6])[c:7]2[cH:8][cH:9][c:10]([CH3:26])[c:11]([NH:13][C:14](=[O:15])[c:16]3[cH:17][cH:18][c:19]4[cH:20][cH:21][n:22]([CH3:25])[c:23]4[cH:24]3)[cH:12]2)[CH2:2][CH2:3]1.[Cl:27][S:28](=[O:30])([N:31]=[C:32]=[O:29])=[O:33].[O:34]=[CH:35][N:36]([CH3:37])[CH3:38]>>[CH:1]1([NH:4][C:5](=[O:6])[c:7]2[cH:8][cH:9][c:10]([CH3:26])[c:11]([NH:13][C:14](=[O:15])[c:16]3[cH:17][cH:18][c:19]4[c:20]([C:32]#[N:31])[cH:21][n:22]([CH3:25])[c:23]4[cH:24]3)[cH:12]2)[CH2:2][CH2:3]1. Reactants: CC#N, Cc1ccc(C(=O)NC2CC2)cc1NC(=O)c1ccc2ccn(C)c2c1, O=C=NS(=O)(=O)Cl, CN(C)C=O. The product is Cc1ccc(C(=O)NC2CC2)cc1NC(=O)c1ccc2c(C#N)cn(C)c2c1. Reactants: CCOC(C)=O, C=Cc1ccc2nccnc2c1, [O-][I+3]([O-])([O-])[O-], [Na+], C1COCCO1, O, O=[Os](=O)(=O)=O. The product is O=Cc1ccc2nccnc2c1. Reaction SMILES: [CH3:26][CH2:27][O:28][C:29](=[O:30])[CH3:31].[CH:1](=[CH2:2])[c:3]1[cH:4][c:5]2[n:6][cH:7][cH:8][n:9][c:10]2[cH:11][cH:12]1.[I+3:13]([O-:14])([O-:15])([O-:16])[O-:17].[Na+:18].[O:19]1[CH2:20][CH2:21][O:22][CH2:23][CH2:24]1.[OH2:25].[Os:32](=[O:33])(=[O:34])(=[O:35])=[O:36]>>[CH:1]([c:3]1[cH:4][c:5]2[n:6][cH:7][cH:8][n:9][c:10]2[cH:11][cH:12]1)=[O:14]. Starting materials: CCc1cc(-c2noc(-c3cc(C)c(CN(CC)CC)s3)n2)cc(C)c1OCC1CO1, CO, N. Yields the product CCc1cc(-c2noc(-c3cc(C)c(CN(CC)CC)s3)n2)cc(C)c1OCC(O)CN. Reaction SMILES: [CH2:1]([CH3:2])[N:3]([CH2:4][c:5]1[s:6][c:7](-[c:11]2[n:12][c:13](-[c:16]3[cH:17][c:18]([CH2:28][CH3:29])[c:19]([O:23][CH2:24][CH:25]4[O:26][CH2:27]4)[c:20]([CH3:22])[cH:21]3)[n:14][o:15]2)[cH:8][c:9]1[CH3:10])[CH2:30][CH3:31].[CH3:33][OH:34].[NH3:32]>>[CH2:1]([CH3:2])[N:3]([CH2:4][c:5]1[s:6][c:7](-[c:11]2[n:12][c:13](-[c:16]3[cH:17][c:18]([CH2:28][CH3:29])[c:19]([O:23][CH2:24][CH:25]([OH:26])[CH2:27][NH2:32])[c:20]([CH3:22])[cH:21]3)[n:14][o:15]2)[cH:8][c:9]1[CH3:10])[CH2:30][CH3:31].